Task: describe an organic reaction: reactants, conditions, products, and yield. Dataset: the Open Reaction Database (ORD), a public repository of structured organic reaction records Reactants: C([O-])(O)=O.[Na+] (sodium bicarbonate), C1=C(C=CC2=CC(=CC=C12)C(=O)O)C(=O)O (2,6-Naphthalenedicarboxylic acid), CC1=C(C(=CC=C1)C)O (2,6-dimethylphenol), F (hydrogen fluoride), B(F)(F)F (boron trifluoride). Solvent: O (water). Run at temperature 50 celsius, time 4 hour. Yields the product CC=1C=C(C(=O)C2=CC3=CC=C(C=C3C=C2)C(C2=CC(=C(C(=C2)C)O)C)=O)C=C(C1O)C (2,6-bis(3,5-dimethyl-4-hydroxybenzoyl)naphthalene). The yield is 91.0%. As a reaction SMILES: [CH:1]1[C:10]2[C:5](=[CH:6][C:7]([C:11]([OH:13])=O)=[CH:8][CH:9]=2)[CH:4]=[CH:3][C:2]=1[C:14]([OH:16])=O.[CH3:17][C:18]1[CH:23]=[CH:22][CH:21]=[C:20]([CH3:24])[C:19]=1[OH:25].F.B(F)(F)F.[C:31](=[O:34])(O)[O-].[Na+]>O>[CH3:4][C:3]1[CH:2]=[C:1]([CH:10]=[C:9]([CH3:8])[C:31]=1[OH:34])[C:11]([C:7]1[CH:8]=[CH:9][C:10]2[C:5](=[CH:4][CH:3]=[C:2]([C:14](=[O:16])[C:22]3[CH:21]=[C:20]([CH3:24])[C:19]([OH:25])=[C:18]([CH3:17])[CH:23]=3)[CH:1]=2)[CH:6]=1)=[O:13] |f:4.5|. Procedure details: 2,6-Naphthalenedicarboxylic acid (108 g, 0.50 mole) and 2,6-dimethylphenol (122 g, 1.00 mole) were charged to a one-liter Hastalloy C® shaker tube. The tube was cooled and charged with hydrogen fluoride (400 g) and boron trifluoride (150 g). It was then heated to 50° C. and shaken for 4 hr at 50° C. The tube was cooled and vented, and the contents, a red solid in a red solution, was allowed to evaporate in the hood. The resulting red solid was stirred in 2 l. of water, warmed, and isolated by fi... Starting materials: C(C)(C)(C)OC(=O)NC(C(=O)OC)C1=CC=C(C=C1)OS(=O)(=O)C=1C(=CC=CC1)C (methyl N-(t-butyloxycarbonyl)-2-amino-2-(4-toluenesulfonyloxyphenyl)acetate), C([O-])([O-])=O.[Cs+].[Cs+] (cesium carbonate), C1(CCCCC1)P(C1CCCCC1)C1CCCCC1 (tricyclohexylphosphine), COC1=C(C(=CC=C1)OC)B(O)O (2,6-dimethoxyphenylboronic acid). Reagents/catalysts: C1/C=C\CC/C=C\C1.C1/C=C\CC/C=C\C1.[Ni] (bis(1,5-cyclooctadiene)nickel). Solvent: O1CCOCC1 (dioxane). Run at temperature 70 celsius, time 9 hour. Yields the product C(C)(C)(C)OC(=O)NC(C(=O)OC)C1=CC=C(C=C1)C1=C(C=CC=C1OC)OC (methyl N-(t-butyloxycarbonyl)-2-amino-2-[4-(2,6-dimethoxyphenyl)phenyl]acetate). The yield is 72.2%. RXN SMILES: [C:1]([O:5][C:6]([NH:8][CH:9]([C:14]1[CH:19]=[CH:18][C:17](OS(C2C(C)=CC=CC=2)(=O)=O)=[CH:16][CH:15]=1)[C:10]([O:12][CH3:13])=[O:11])=[O:7])([CH3:4])([CH3:3])[CH3:2].C(=O)([O-])[O-].[Cs+].[Cs+].C1(P(C2CCCCC2)C2CCCCC2)CCCCC1.[CH3:56][O:57][C:58]1[CH:63]=[CH:62][CH:61]=[C:60]([O:64][CH3:65])[C:59]=1B(O)O>O1CCOCC1.C1CC=CCCC=C1.C1CC=CCCC=C1.[Ni]>[C:1]([O:5][C:6]([NH:8][CH:9]([C:14]1[CH:15]=[CH:16][C:17]([C:59]2[C:58]([O:57][CH3:56])=[CH:63][CH:62]=[CH:61][C:60]=2[O:64][CH3:65])=[CH:18][CH:19]=1)[C:10]([O:12][CH3:13])=[O:11])=[O:7])([CH3:2])([CH3:3])[CH3:4] |f:1.2.3,7.8.9|. Procedure details: Under a nitrogen atmosphere, methyl N-(t-butyloxycarbonyl)-2-amino-2-(4-toluenesulfonyloxyphenyl)acetate (0.44 g, 1.0 mmol), cesium carbonate (0.65 g, 2.0 mmol), tricyclohexylphosphine (0.059 g, 0.2 mmol), bis(1,5-cyclooctadiene)nickel (0.028 g, 0.1 mmol) and 2,6-dimethoxyphenylboronic acid (0.36 g, 2.0 mmol) were mixed in dioxane (1 ml). The reaction mixture was heated to 70° C. and then stirred at the same temperature for 9 hrs. After the reaction was completed, the mixture was left to cool to... Reactants: C(=O)C=1C=C(C#N)C=CC1 (3-formylbenzonitrile), [H-].[Na+] (Sodium hydride), COP(=O)(OC)CC(=O)OC (Methyl 2-(dimethoxyphosphoryl)acetate). Yields the product C(#N)C=1C=C(C=CC1)/C=C/C(=O)OC ((E)-methyl 3-(3-cyanophenyl)acrylate). Conditions: time 2 hour. Procedure details: Methyl 2-(dimethoxyphosphoryl)acetate (20.83 g, 114.39 mmol) was dissolved in THF (500 mL). Sodium hydride (4.58 g, 114.39 mmol) was added in small portions. 3-formylbenzonitrile (10 g, 76.26 mmol) was added dissolved in 50 mL of THF and the reaction mixture was stirred at rt for 2 h. The reaction mixture was diluted with heptane, washed with H2O, dried over sodium sulfate, filtered and concentrated under reduced pressure. The resulting solid was triturated in heptane, filtered, washed with hept... Solvent: C1CCOC1 (THF), C1CCOC1 (THF), CCCCCCC (heptane). Yield: 92.9%. Reaction SMILES: COP([CH2:7][C:8]([O:10][CH3:11])=[O:9])(OC)=O.[H-].[Na+].[CH:14]([C:16]1[CH:17]=[C:18]([CH:21]=[CH:22][CH:23]=1)[C:19]#[N:20])=O>C1COCC1.CCCCCCC>[C:19]([C:18]1[CH:17]=[C:16](/[CH:14]=[CH:7]/[C:8]([O:10][CH3:11])=[O:9])[CH:23]=[CH:22][CH:21]=1)#[N:20] |f:1.2|. Starting materials: COC(c1ccc(Cl)cc1Cl)C(C)[N+](=O)[O-], Cl, [Zn]. Product: COC(c1ccc(Cl)cc1Cl)C(C)N. As a reaction SMILES: [Cl:1][c:2]1[c:3]([CH:9]([CH:10]([CH3:11])[N+:12]([O-:13])=[O:14])[O:15][CH3:16])[cH:4][cH:5][c:6]([Cl:8])[cH:7]1.[ClH:17].[Zn:18]>>[Cl:1][c:2]1[c:3]([CH:9]([CH:10]([CH3:11])[NH2:12])[O:15][CH3:16])[cH:4][cH:5][c:6]([Cl:8])[cH:7]1. RXN SMILES: [F:1][C:2]([F:19])(F)[CH2:3][NH:4][C:5]1[CH:14]=[CH:13][C:12]2[C:7](=[CH:8][C:9]([C:15]([OH:17])=[O:16])=[CH:10][CH:11]=2)[N:6]=1.F[CH:21](F)CN>>[F:1][C:2]([F:19])([CH3:21])[CH2:3][NH:4][C:5]1[CH:14]=[CH:13][C:12]2[C:7](=[CH:8][C:9]([C:15]([OH:17])=[O:16])=[CH:10][CH:11]=2)[N:6]=1. Reported procedure: The title compound was prepared by a method analogous to that described for Intermediate 44, using 2,2-difluoroethylamine instead of 2,2,2-trifluoroethylamine. +ESI (M+H) 267.2; 1H NMR (400 MHz, DMSO-d6, δ): 1.63 (t, J=19.02 Hz, 3H) 3.89-3.99 (m, 2H) 6.97 (d, J=8.97 Hz, 1H) 7.54 (t, 1H) 7.62-7.68 (m, 1H) 7.71 (d, J=8.19 Hz, 1H) 7.96 (d, J=9.10 Hz, 1H) 8.06-8.09 (m, 1H) 12.95 (bs, 1H). The reactants are FC(CNC1=NC2=CC(=CC=C2C=C1)C(=O)O)(F)F (2-((2,2,2-trifluoroethyl)amino)quinoline-7-carboxylic acid), FC(CN)F (2,2-difluoroethylamine). Yields the product FC(CNC1=NC2=CC(=CC=C2C=C1)C(=O)O)(C)F (2-((2,2-difluoropropyl)amino)quinoline-7-carboxylic acid). Reactants: COC1=CC=C(CN2C(N([C@]3(C2=O)CC=2C(=NC=C(C2)C(=O)OC)C3)C)=O)C=C1 (methyl (6R)-1′-(4-methoxybenzyl)-3′-methyl-2′,5′-dioxo-5,7-dihydrospiro[cyclopenta[b]pyridine-6,4′-imidazolidine]-3-carboxylate), [N+](=O)([O-])[O-].[NH4+] (ammonium nitrate). Solvent: CO (MeOH). Reaction conditions: time 18 hour. The product is CN1C(NC([C@]12CC=1C(=NC=C(C1)C(=O)OC)C2)=O)=O (Methyl (6R)-3′-methyl-2′,5′-dioxo-5,7-dihydrospiro[cyclopenta[b]pyridine-6,4′-imidazolidine]-3-carboxylate). As a reaction SMILES: COC1C=CC(C[N:8]2[C:12](=[O:13])[C@@:11]3([CH2:25][C:16]4=[N:17][CH:18]=[C:19]([C:21]([O:23][CH3:24])=[O:22])[CH:20]=[C:15]4[CH2:14]3)[N:10]([CH3:26])[C:9]2=[O:27])=CC=1.[N+]([O-])([O-])=O.[NH4+]>CO>[CH3:26][N:10]1[C@:11]2([CH2:25][C:16]3=[N:17][CH:18]=[C:19]([C:21]([O:23][CH3:24])=[O:22])[CH:20]=[C:15]3[CH2:14]2)[C:12](=[O:13])[NH:8][C:9]1=[O:27] |f:1.2|. Procedure details: To a stirred solution of methyl (6R)-1′-(4-methoxybenzyl)-3′-methyl-2′,5′-dioxo-5,7-dihydrospiro[cyclopenta[b]pyridine-6,4′-imidazolidine]-3-carboxylate (10.0 g, 25.3 mmol) in MeOH (100 mL) at ambient temperature was added eerie ammonium nitrate (27.7 g, 50.6 mmol) and the reaction mixture was stirred at ambient temperature for 18 h. The resulting mixture was partitioned between H2O (500 mL) and EtOAc (1 L) and the organic layer was discarded. The aqueous layer was adjusted to pH=7-8 by addition...